describe an organic reaction: reactants, conditions, products, and yield From a dataset of the Open Reaction Database (ORD), a public repository of structured organic reaction records. The reactants are CCN(C(C)C)C(C)C (Hünig's base), C(C1=CC=CC=C1)N1C(CNC(C1)(C)C)(C)C (1-Benzyl-2,2,5,5-tetramethyl-piperazine), COCOC1=CC=C(C=C1)C=1C=C(C2=C(N1)N(N=C2C)C2OCCCC2)C(=O)O (6-(4-methoxymethoxy-phenyl)-3-methyl-1-(tetrahydro-pyran-2-yl)-1H-pyrazolo[3,4-b]pyridine-4-carboxylic acid). Run in O (water), C(Cl)Cl (DCM), C(Cl)Cl (DCM). Run at time 3 hour. Product: C(C1=CC=CC=C1)N1CC(N(CC1(C)C)C(=O)C1=C2C(=NC(=C1)C1=CC=C(C=C1)OCOC)N(N=C2C)C2OCCCC2)(C)C ((4-Benzyl-2,2,5,5-tetramethyl-piperazin-1-yl)-[6-(4-methoxymethoxy-phenyl)-3-methyl-1-(tetrahydro-pyran-2-yl)-1H-pyrazolo[3,4-b]pyridin-4-yl]-methanone). Isolated yield 80.7%. RXN SMILES: [CH3:1][O:2][CH2:3][O:4][C:5]1[CH:10]=[CH:9][C:8]([C:11]2[CH:12]=[C:13]([C:27]([OH:29])=O)[C:14]3[C:19]([CH3:20])=[N:18][N:17]([CH:21]4[CH2:26][CH2:25][CH2:24][CH2:23][O:22]4)[C:15]=3[N:16]=2)=[CH:7][CH:6]=1.CCN(C(C)C)C(C)C.[CH2:39]([N:46]1[CH2:51][C:50]([CH3:53])([CH3:52])[NH:49][CH2:48][C:47]1([CH3:55])[CH3:54])[C:40]1[CH:45]=[CH:44][CH:43]=[CH:42][CH:41]=1>C(Cl)Cl.O>[CH2:39]([N:46]1[C:47]([CH3:55])([CH3:54])[CH2:48][N:49]([C:27]([C:13]2[CH:12]=[C:11]([C:8]3[CH:7]=[CH:6][C:5]([O:4][CH2:3][O:2][CH3:1])=[CH:10][CH:9]=3)[N:16]=[C:15]3[N:17]([CH:21]4[CH2:26][CH2:25][CH2:24][CH2:23][O:22]4)[N:18]=[C:19]([CH3:20])[C:14]=23)=[O:29])[C:50]([CH3:53])([CH3:52])[CH2:51]1)[C:40]1[CH:41]=[CH:42][CH:43]=[CH:44][CH:45]=1. Reported procedure: To a suspension of 1.24 g of 6-(4-methoxymethoxy-phenyl)-3-methyl-1-(tetrahydro-pyran-2-yl)-1H-pyrazolo[3,4-b]pyridine-4-carboxylic acid in 15 ml of DCM were added 2.1 ml of Hünig's base, 1.03 g of BEP and 0.87 g of 1-Benzyl-2,2,5,5-tetramethyl-piperazine. The reaction was stirred at r.t. for 3 h. For workup it was diluted with water and DCM and the layers were separated. The organic layer was washed with water twice, dried over Na2SO4, filtered and concentrated in vacuo. The residue was purifie... Reactants: BrCCOCCBr, O=C([O-])[O-], CN(C)C=O, OCC1OC(c2ccc(Cl)c(Cc3ccc(O)cc3)c2)C(O)C(O)C1O, [Cs+], [Cs+], O. Yields the product OCC1OC(c2ccc(Cl)c(Cc3ccc(OCCOCCBr)cc3)c2)C(O)C(O)C1O. Reaction SMILES: [Br:33][CH2:34][CH2:35][O:36][CH2:37][CH2:38][Br:39].[C:27](=[O:28])([O-:29])[O-:30].[CH3:40][N:41]([CH3:42])[CH:43]=[O:44].[Cl:1][c:2]1[c:3]([CH2:19][c:20]2[cH:21][cH:22][c:23]([OH:26])[cH:24][cH:25]2)[cH:4][c:5]([CH:8]2[O:9][CH:10]([CH2:17][OH:18])[CH:11]([OH:16])[CH:12]([OH:15])[CH:13]2[OH:14])[cH:6][cH:7]1.[Cs+:31].[Cs+:32].[OH2:45]>>[Cl:1][c:2]1[c:3]([CH2:19][c:20]2[cH:21][cH:22][c:23]([O:26][CH2:38][CH2:37][O:36][CH2:35][CH2:34][Br:33])[cH:24][cH:25]2)[cH:4][c:5]([CH:8]2[O:9][CH:10]([CH2:17][OH:18])[CH:11]([OH:16])[CH:12]([OH:15])[CH:13]2[OH:14])[cH:6][cH:7]1. Reactants: C(C)(=O)C1C(=O)OCC1 (2-Acetylbutyrolactone), C1CCC(CC1)(CC(=O)O)CN (gabapentin), N1CCCCC1 (piperidine). Run in CO (methanol). Yields the product O=C1OCCC1=CCNCC1(CCCCC1)CC(=O)[O-].[NH2+]1CCCCC1 (Piperidinium 1-{1-[(2-Oxo-Tetrahydrofuran-3-ylidene)ethyl]aminomethyl}-1-Cyclohexane Acetate). As a reaction SMILES: [C:1]([CH:4]1[CH2:9][CH2:8][O:7][C:5]1=[O:6])(=O)[CH3:2].[CH2:10]1[CH2:15][CH2:14][C:13]([CH2:20][NH2:21])([CH2:16][C:17]([OH:19])=[O:18])[CH2:12][CH2:11]1.[NH:22]1[CH2:27][CH2:26][CH2:25][CH2:24][CH2:23]1>CO>[O:6]=[C:5]1[C:4](=[CH:1][CH2:2][NH:21][CH2:20][C:13]2([CH2:16][C:17]([O-:19])=[O:18])[CH2:14][CH2:15][CH2:10][CH2:11][CH2:12]2)[CH2:9][CH2:8][O:7]1.[NH2+:22]1[CH2:27][CH2:26][CH2:25][CH2:24][CH2:23]1 |f:4.5|. Reported procedure: 2-Acetylbutyrolactone (108 μL, 1 mmol), gabapentin (171 mg, 1 mmol), and piperidine (99 μL, 1 mmol) were mixed in anhydrous methanol (10 mL). After heating under reflux for 6 h, the solvent was removed under reduced pressure to afford the title compound with purity greater than 90%. 1H NMR (CDCl3, 400 MHz): δ 1.34-1.62 (m, 12H), 1.71 (m, 4H), 1.94 (s, 3H), 2.24 (s, 2H), 2.81 (t, J=7.6 Hz, 2H), 2.99 (m, 4H), 3.31 (d, J=6.4 Hz, 2H), 4.23 (t, J=7.6 Hz, 2H), 5.17 (s, br, 2H), 8.64 (t, J=6.4 Hz, 1H).... Reactants: CCN1C(=O)Cc2cc(N3CC(CNC(=O)OC(C)(C)C)OC3=O)cc(F)c21, ClCCl, O=C(O)C(F)(F)F. Product: O=C(O)C(F)(F)F, CCN1C(=O)Cc2cc(N3CC(CN)OC3=O)cc(F)c21. RXN SMILES: [C:1]([O:2][C:3](=[O:4])[NH:7][CH2:8][CH:9]1[CH2:10][N:11]([c:15]2[cH:16][c:17]3[c:21]([c:22]([F:24])[cH:23]2)[N:20]([CH2:25][CH3:26])[C:19](=[O:27])[CH2:18]3)[C:12](=[O:14])[O:13]1)([CH3:5])([CH3:6])[CH3:28].[Cl:36][CH2:37][Cl:38].[F:29][C:30]([C:31](=[O:32])[OH:33])([F:34])[F:35]>>[F:29][C:30]([C:31](=[O:32])[OH:33])([F:34])[F:35].[NH2:7][CH2:8][CH:9]1[CH2:10][N:11]([c:15]2[cH:16][c:17]3[c:21]([c:22]([F:24])[cH:23]2)[N:20]([CH2:25][CH3:26])[C:19](=[O:27])[CH2:18]3)[C:12](=[O:14])[O:13]1. Reactants: C1(=CC=CC=C1)N1C=NC2=C(C1=O)SC=C2C2=CC=CC=C2 (3,7-Diphenylthieno[3,2-d]pyrimidin-4(3H)-one), NC1=C(SC=C1C1=C(C=CC=C1)F)C(=O)OC (methyl 3-amino-4-(2-fluorophenyl)thiophene-2-carboxylate), C(OCC)(OCC)OCC (triethyl orthoformate), ClC1=CC=C(N)C=C1 (4-chloroaniline). Run in C(C)(=O)O (acetic acid). Product: ClC1=CC=C(C=C1)N1C=NC2=C(C1=O)SC=C2C2=CC(=CC=C2)F (3-(4-Chlorophenyl)-7-(3-fluorophenyl)thieno[3,2-d]pyrimidin-4(3H)-one). Yield: 73.0%. As a reaction SMILES: C1(N2[C:12](=[O:13])[C:11]3[S:14][CH:15]=[C:16]([C:17]4[CH:22]=[CH:21][CH:20]=[CH:19][CH:18]=4)[C:10]=3[N:9]=[CH:8]2)C=CC=CC=1.NC1C(C2C=CC=CC=2[F:35])=CSC=1C(OC)=O.C(OCC)(OCC)OCC.[Cl:50][C:51]1[CH:57]=[CH:56][C:54]([NH2:55])=[CH:53][CH:52]=1>C(O)(=O)C>[Cl:50][C:51]1[CH:57]=[CH:56][C:54]([N:55]2[C:12](=[O:13])[C:11]3[S:14][CH:15]=[C:16]([C:17]4[CH:22]=[CH:21][CH:20]=[C:19]([F:35])[CH:18]=4)[C:10]=3[N:9]=[CH:8]2)=[CH:53][CH:52]=1. Procedure: In the same manner as the synthesis of Compound 1, methyl 3-amino-4-(2-fluorophenyl)thiophene-2-carboxylate (50 mg, 0.2 mmol), triethyl orthoformate (0.45 ml), 4-chloroaniline (47.2 mg, 0.37 mmol), and acetic acid (0.05 ml) were used to give 52.1 mg (0.15 mmol, 73.0% yield) of the title compound. Solvent: CC#N (MeCN). Reagents/catalysts: c1ccc(cc1)-c2c3ccccc3cc4ccccc24 (9-Phenylanthracene), [Na+].COc1ccc(OC(C)C([O-])=O)cc1 (PMP). RXN SMILES: [CH3:1][n:2]1[c:7]([c:8]2[n:12][nH:11][n:10][n:9]2)[c:5]([I:6])[cH:4][n:3]1.[CH3:13][CH2:14][O:15][C:16]([O:18][CH:19](Cl)[CH3:20])=[O:17]>>[CH3:13][CH2:14][O:15][C:16]([O:18][CH:19]([n:9]1[c:8]([c:7]2[n:2]([CH3:1])[n:3][cH:4][c:5]2[I:6])[n:12][n:11][n:10]1)[CH3:20])=[O:17]. Reactants: O(C(OCC)=O)C(C)Cl, c1(cnn(c1c1n[nH]nn1)C)I. Run at temperature 60 celsius, time 18 hour. Yields the product CCOC(=O)OC(C)n1nnnc1c2c(I)cnn2C. The reactants are ClC=1C=C(CCl)C=CC1 (3-chlorobenzyl chloride), [Mg] (magnesium), CCOCC (ether), CCOCC (ether), CN(C=1C=C(OCC#N)C=CC1)C (3-(dimethylamino)phenoxyacetonitrile), CCOCC (ether), Grignard reagent. Run at temperature 0 celsius. Product: ClC=1C=C(C=CC1)CC(COC1=CC(=CC=C1)N(C)C)=O (1-(3-Chlorophenyl)-3-[3-(dimethylamino)phenoxy]-2-propanone). As a reaction SMILES: [Cl:1][C:2]1[CH:3]=[C:4]([CH:7]=[CH:8][CH:9]=1)[CH2:5]Cl.[Mg].[CH3:11][N:12]([CH3:23])[C:13]1[CH:14]=[C:15]([CH:20]=[CH:21][CH:22]=1)[O:16][CH2:17][C:18]#N.CC[O:26]CC>>[Cl:1][C:2]1[CH:3]=[C:4]([CH2:5][C:18](=[O:26])[CH2:17][O:16][C:15]2[CH:20]=[CH:21][CH:22]=[C:13]([N:12]([CH3:23])[CH3:11])[CH:14]=2)[CH:7]=[CH:8][CH:9]=1. Procedure: A solution of 10.0 g of 3-chlorobenzyl chloride in 75 ml of dry ether was added slowly to 2.25 g of magnesium powder in 75 ml of dry ether under nitrogen. The Grignard reagent was stirred at ambient temperature for one hour and then added to a solution of 5.47 g of 3-(dimethylamino)phenoxyacetonitrile in 200 ml of dry ether stirred at 0° C. The reaction was warmed to room temperature overnight and then quenched with of NH4Cl solution. The mixture was diluted with of water and the layers separate... The reactants are CC=1OCC(N1)(CCC1=CC=C(C=C1)OCCCOC1=CC=CC=C1)CO ((2-methyl-4-{2-[4-(3-phenoxy-propoxy)-phenyl]-ethyl}-4,5-dihydro-oxazol-4-yl)-methanol), Cl (HCl). Product: Cl.NC(CO)(CO)CCC1=CC=C(C=C1)OCCCOC1=CC=CC=C1 (2-amino-2-{2-[4-(3-phenoxy-propoxy)-phenyl]-ethyl}-propane-1,3-diol hydro-chloride). Solvent: C(C)O (ethanol). Reaction conditions: temperature 85 celsius, time 2 hour. Reaction SMILES: CC1[O:3][CH2:4][C:5]([CH2:26][OH:27])([CH2:7][CH2:8][C:9]2[CH:14]=[CH:13][C:12]([O:15][CH2:16][CH2:17][CH2:18][O:19][C:20]3[CH:25]=[CH:24][CH:23]=[CH:22][CH:21]=3)=[CH:11][CH:10]=2)[N:6]=1.[ClH:28]>C(O)C>[ClH:28].[NH2:6][C:5]([CH2:7][CH2:8][C:9]1[CH:14]=[CH:13][C:12]([O:15][CH2:16][CH2:17][CH2:18][O:19][C:20]2[CH:21]=[CH:22][CH:23]=[CH:24][CH:25]=2)=[CH:11][CH:10]=1)([CH2:26][OH:27])[CH2:4][OH:3] |f:3.4|. Procedure: To a solution of 4-[2-(4-hydroxymethyl-2-methyl-4,5-dihydro-oxazol-4-yl)-ethyl]-phenol (300 mg, 1.27 mmol) in DMF (5 ml) was added Cs2CO3 (1.2 g, 3.83 mmol) and (3-bromo-propoxy)-benzene (273 mg, 1.27 mmol). The reaction mixture was stirred at 85° C. for 4 hours. AcOEt and water were then added, the organic layer was separated and the aqueous phase was extracted with AcOEt (3×50 ml). The combined organic extracts were washed with brine, dried over MgSO4, and evaporated to dryness. Purification b... Starting materials: Cl (hydrochloric acid), OC1=C(C(=CC(=C1C)C)C)C(CCCCCC(=O)O)C1=CC=CC=C1 (7-(2-hydroxy-3,4,6-trimethylphenyl)-7-phenylheptanoic acid), O (water). The solvent is C(C)#N (acetonitrile), N (ammonia), aqueous solution, N([O])(S(=O)(=O)[O-])S(=O)(=O)[O-].[K+].[K+] (potassium nitrosodisulfonate). Reaction conditions: time 2 hour. The product is CC1=C(C(C(=C(C1=O)C)C)=O)C(CCCCCC(=O)O)C1=CC=CC=C1 (7-(3,5,6-trimethyl-1,4-benzoquinone-2-yl)-7-phenylheptanoic acid). Isolated yield 94.1%. Reaction SMILES: [OH:1][C:2]1[C:7]([CH3:8])=[C:6]([CH3:9])[CH:5]=[C:4]([CH3:10])[C:3]=1[CH:11]([C:20]1[CH:25]=[CH:24][CH:23]=[CH:22][CH:21]=1)[CH2:12][CH2:13][CH2:14][CH2:15][CH2:16][C:17]([OH:19])=[O:18].Cl.[OH2:27]>C(#N)C.N.N(S([O-])(=O)=O)(S([O-])(=O)=O)[O].[K+].[K+]>[CH3:10][C:4]1[C:5](=[O:27])[C:6]([CH3:9])=[C:7]([CH3:8])[C:2](=[O:1])[C:3]=1[CH:11]([C:20]1[CH:21]=[CH:22][CH:23]=[CH:24][CH:25]=1)[CH2:12][CH2:13][CH2:14][CH2:15][CH2:16][C:17]([OH:19])=[O:18] |f:5.6.7,^1:40|. Reported procedure: 7-(2-hydroxy-3,4,6-trimethylphenyl)-7-phenylheptanoic acid (5.0 g) was dissolved in a mixed solution of acetonitrile (25 ml), water (10 ml) and 25% aqueous ammonia (1 ml), to which 3% aqueous solution (280 ml) of potassium nitrosodisulfonate (Fremy's salt) was added. The mixture was stirred at a temperature of 2° to 4° C. for 2 hours. The reaction mixture was acidified with hydrochloric acid, followed by extraction with ethyl acetate. The ethyl acetate layer was washed with water twice. Ethyl ac...